This data is from the Open Reaction Database (ORD), a public repository of structured organic reaction records. The task is: describe an organic reaction: reactants, conditions, products, and yield The reactants are CC(C)(C)c1ccc(C=CC(=O)O)cn1, Cl, C#Cc1cc(CN)cc(F)c1NS(C)(=O)=O. Yields the product C#Cc1cc(CNC(=O)C=Cc2ccc(C(C)(C)C)nc2)cc(F)c1NS(C)(=O)=O. As a reaction SMILES: [C:18]([CH3:19])([CH3:20])([CH3:21])[c:22]1[cH:23][cH:24][c:25]([CH:28]=[CH:29][C:30](=[O:31])[OH:32])[cH:26][n:27]1.[ClH:17].[NH2:1][CH2:2][c:3]1[cH:4][c:5]([C:15]#[CH:16])[c:6]([NH:10][S:11](=[O:12])(=[O:13])[CH3:14])[c:7]([F:9])[cH:8]1>>[NH:1]([CH2:2][c:3]1[cH:4][c:5]([C:15]#[CH:16])[c:6]([NH:10][S:11](=[O:12])(=[O:13])[CH3:14])[c:7]([F:9])[cH:8]1)[C:30]([CH:29]=[CH:28][c:25]1[cH:24][cH:23][c:22]([C:18]([CH3:19])([CH3:20])[CH3:21])[n:27][cH:26]1)=[O:31]. The reactants are CO (methanol), COC(=O)C1CCC(CC1)COC1=CC=C(C=C1)C=C1C(NC(S1)=O)=O (methyl-4-((4-((2,4-dioxothiazolidine-5-ylidene)methyl)phenoxy)methyl)cyclohexane carboxylate), Cl (HCl), [OH-].[K+] (KOH). Run in O (water). The product is O=C1S\C(\C(N1)=O)=C/C1=CC=C(OCC2CCC(CC2)C(=O)O)C=C1 (4-({4-[(Z)-(2,4-dioxo-1,3-thiazolidin-5-ylidene)methyl]phenoxy}methyl)cyclohexane carboxylic acid), solid. The yield is 77.1%. RXN SMILES: CO.[OH-].[K+].Cl.C[O:7][C:8]([CH:10]1[CH2:15][CH2:14][CH:13]([CH2:16][O:17][C:18]2[CH:23]=[CH:22][C:21]([CH:24]=[C:25]3[S:29][C:28](=[O:30])[NH:27][C:26]3=[O:31])=[CH:20][CH:19]=2)[CH2:12][CH2:11]1)=[O:9]>O>[O:30]=[C:28]1[NH:27][C:26](=[O:31])/[C:25](=[CH:24]/[C:21]2[CH:22]=[CH:23][C:18]([O:17][CH2:16][CH:13]3[CH2:12][CH2:11][CH:10]([C:8]([OH:9])=[O:7])[CH2:15][CH2:14]3)=[CH:19][CH:20]=2)/[S:29]1 |f:1.2|. Procedure: To 30 ml of methanol in which methyl-4-((4-((2,4-dioxothiazolidine-5-ylidene)methyl)phenoxy)methyl)cyclohexane carboxylate prepared in Example 66 was dissolved, 2N KOH (30 ml) was added while stirring. The mixture was stirred for 1 hour under reflux, then diluted with water and acidified by HCl. Subsequently, the precipitate thus formed was washed with water and dried to afford 4-({4-[(Z)-(2,4-dioxo-1,3-thiazolidin-5-ylidene)methyl]phenoxy}methyl)cyclohexane carboxylic acid (Derivative 111 havin... Starting materials: Cc1nc2ccccc2c(Br)c1O, CN(C)c1ccncc1, COc1cc2nccc(Cl)c2cc1OC, Clc1ccccc1Cl. The product is COc1cc2nccc(Oc3c(C)nc4ccccc4c3Br)c2cc1OC. Reaction SMILES: [Br:1][c:2]1[c:3]([OH:13])[c:4]([CH3:12])[n:5][c:6]2[cH:7][cH:8][cH:9][cH:10][c:11]12.[CH3:29][N:30]([CH3:31])[c:32]1[cH:33][cH:34][n:35][cH:36][cH:37]1.[Cl:14][c:15]1[cH:16][cH:17][n:18][c:19]2[cH:20][c:21]([O:27][CH3:28])[c:22]([O:25][CH3:26])[cH:23][c:24]12.[Cl:38][c:39]1[cH:40][cH:41][cH:42][cH:43][c:44]1[Cl:45]>>[Br:1][c:2]1[c:3]([O:13][c:15]2[cH:16][cH:17][n:18][c:19]3[cH:20][c:21]([O:27][CH3:28])[c:22]([O:25][CH3:26])[cH:23][c:24]23)[c:4]([CH3:12])[n:5][c:6]2[cH:7][cH:8][cH:9][cH:10][c:11]12.